This data is from the Open Reaction Database (ORD), a public repository of structured organic reaction records. The task is: describe an organic reaction: reactants, conditions, products, and yield The reactants are C(C)#N (Acetonitrile), [Na].C(C1=CC=CC=C1)C=1OC(C(N1)=CO)=O (2-benzyl-4-hydroxymethylene-5-oxazolone sodium salt), Cl.C(C1=CC=CC=C1)(=N)N (benzamidine hydrochloride). The solvent is O (Water). Reaction conditions: temperature 80 celsius, time 8 hour. Yields the product C1(=CC=CC=C1)C=1NC(C(=CN1)NC(CC1=CC=CC=C1)=O)=O (2-phenyl-6-oxo-5-phenylacetylamino-1,6-dihydropyrimidine). Yield: 75.2%. As a reaction SMILES: C(#N)C.[Na].[CH2:5]([C:12]1[O:13][C:14](=O)[C:15](=[CH:17][OH:18])[N:16]=1)[C:6]1[CH:11]=[CH:10][CH:9]=[CH:8][CH:7]=1.Cl.[C:21]([NH2:29])(=[NH:28])[C:22]1[CH:27]=[CH:26][CH:25]=[CH:24][CH:23]=1>O>[C:22]1([C:21]2[NH:29][C:17](=[O:18])[C:15]([NH:16][C:12](=[O:13])[CH2:5][C:6]3[CH:7]=[CH:8][CH:9]=[CH:10][CH:11]=3)=[CH:14][N:28]=2)[CH:27]=[CH:26][CH:25]=[CH:24][CH:23]=1 |f:1.2,3.4,^1:3|. Procedure details: Acetonitrile (6 ml) was added to 2-benzyl-4-hydroxymethylene-5-oxazolone sodium salt (0.50 g, 2.22 mmol) and benzamidine hydrochloride (0.35 g, 2.22 mmol), and the mixture was stirred overnight at 80° C. Water (3 ml) was added, and the mixture was stirred. The precipitate was collected by filtration, and the obtained crystals were washed with water and vacuum dried to give 2-phenyl-6-oxo-5-phenylacetylamino-1,6-dihydropyrimidine (0.51 g, 1.67 mmol). The reactants are C1(CCCCC1)P(C1=C(C=CC=C1)C1=C(C=C(C=C1C(C)C)C(C)C)C(C)C)C1CCCCC1 (dicyclohexyl(2′,4′,6′-triisopropylbiphenyl-2-yl)phosphine), O1CCN(CC1)C1=NC=C(C=C1N)N1CCOCC1 (2,5-dimorpholinopyridin-3-amine), ClC1=C(C(=NC2=CC(=CC(=C12)F)F)C1=CC=NC=C1)C (4-chloro-5,7-difluoro-3-methyl-2-(pyridin-4-yl)quinoline), CC(C)([O-])C.[Na+] (sodium t-butoxide). The reagents and catalysts are C=1C=CC(=CC1)/C=C/C(=O)/C=C/C2=CC=CC=C2.C=1C=CC(=CC1)/C=C/C(=O)/C=C/C2=CC=CC=C2.C=1C=CC(=CC1)/C=C/C(=O)/C=C/C2=CC=CC=C2.[Pd].[Pd] (Pd2dba3). The solvent is O (water), C1(=CC=CC=C1)C (toluene). Run at temperature 120 celsius, time 2 hour. Yields the product N1(CCOCC1)C1=NC=C(C=C1NC1=C(C(=NC2=CC(=CC(=C12)F)F)C1=CC=NC=C1)C)N1CCOCC1 (N-(2,5-di(4-morpholinyl)-3-pyridinyl)-5,7-difluoro-3-methyl-2-(4-pyridinyl)-4-quinolinamine). As a reaction SMILES: C1(P(C2CCCCC2)C2C=CC=CC=2C2C(C(C)C)=CC(C(C)C)=CC=2C(C)C)CCCCC1.[O:35]1[CH2:40][CH2:39][N:38]([C:41]2[C:46]([NH2:47])=[CH:45][C:44]([N:48]3[CH2:53][CH2:52][O:51][CH2:50][CH2:49]3)=[CH:43][N:42]=2)[CH2:37][CH2:36]1.Cl[C:55]1[C:64]2[C:59](=[CH:60][C:61]([F:66])=[CH:62][C:63]=2[F:65])[N:58]=[C:57]([C:67]2[CH:72]=[CH:71][N:70]=[CH:69][CH:68]=2)[C:56]=1[CH3:73].CC(C)([O-])C.[Na+]>C1(C)C=CC=CC=1.O.C1C=CC(/C=C/C(/C=C/C2C=CC=CC=2)=O)=CC=1.C1C=CC(/C=C/C(/C=C/C2C=CC=CC=2)=O)=CC=1.C1C=CC(/C=C/C(/C=C/C2C=CC=CC=2)=O)=CC=1.[Pd].[Pd]>[N:38]1([C:41]2[C:46]([NH:47][C:55]3[C:64]4[C:59](=[CH:60][C:61]([F:66])=[CH:62][C:63]=4[F:65])[N:58]=[C:57]([C:67]4[CH:72]=[CH:71][N:70]=[CH:69][CH:68]=4)[C:56]=3[CH3:73])=[CH:45][C:44]([N:48]3[CH2:49][CH2:50][O:51][CH2:52][CH2:53]3)=[CH:43][N:42]=2)[CH2:39][CH2:40][O:35][CH2:36][CH2:37]1 |f:3.4,7.8.9.10.11|. Procedure: To a stirred solution of dicyclohexyl(2′,4′,6′-triisopropylbiphenyl-2-yl)phosphine (0.026 g, 0.055 mmol), 2,5-dimorpholinopyridin-3-amine (0.109 g, 0.413 mmol), 4-chloro-5,7-difluoro-3-methyl-2-(pyridin-4-yl)quinoline (0.1 g, 0.344 mmol) and Pd2dba3 (0.013 g, 0.014 mmol) in toluene (3.44 mL) was added sodium t-butoxide (0.083 g, 0.860 mmol). The reaction mixture was heated to 120° C. and stirred for 2 h. The reaction was then cooled to rt and diluted with water (15 mL). The mixture was extracted... Reactants: NC1CCCCCCC1, O, c1ccncc1, O=C(Cl)c1cnc2ccccc2n1. Yields the product O=C(NC1CCCCCCC1)c1cnc2ccccc2n1. Reaction SMILES: [CH:14]1([NH2:22])[CH2:15][CH2:16][CH2:17][CH2:18][CH2:19][CH2:20][CH2:21]1.[OH2:29].[cH:23]1[cH:24][cH:25][n:26][cH:27][cH:28]1.[n:1]1[c:2]([C:11](=[O:12])[Cl:13])[cH:3][n:4][c:5]2[cH:6][cH:7][cH:8][cH:9][c:10]12>>[n:1]1[c:2]([C:11](=[O:12])[NH:22][CH:14]2[CH2:15][CH2:16][CH2:17][CH2:18][CH2:19][CH2:20][CH2:21]2)[cH:3][n:4][c:5]2[cH:6][cH:7][cH:8][cH:9][c:10]12.